describe an organic reaction: reactants, conditions, products, and yield From a dataset of the Open Reaction Database (ORD), a public repository of structured organic reaction records. Yield: 255.3%. Procedure details: Methanesulfonamide (10.9 mg, 115 μmol, Eq: 1.25) was added to a mixture of 5-(((S)-3-((S)-2-(tert-butoxycarbonyl(methyl)amino)propanamido)-4-oxo-2′,3′,5′,6′-tetrahydro-3H-spiro[benzo[b][1,4]oxazepine-2,4′-pyran]-5 (4H)-yl)methyl)-6-methoxy-2-nap hthoic acid (59.4 mg, 91.7 μmol, Eq: 1.00), EDCI (22.0 mg, 115 μmol, Eq: 1.25) and DMAP (14.0 mg, 115 μmol, Eq: 1.25) in DCM (5 mL). After 2 h, the mixture was diluted with DCM, washed with 1 M HCl, brine, dried over Na2SO4 and concentrated to afford 5-(... Conditions: time 2 hour. The product is COC=1C=C2C=CC(=CC2=CC1)C(=O)NS(=O)(=O)C (6-methoxy-N-(methylsulfonyl)-2-naphthamide). RXN SMILES: [CH3:1][S:2]([NH2:5])(=[O:4])=[O:3].C(OC(N(C)[C@@H](C)C(N[C@H]1C2(CCOCC2)OC2C=CC=CC=2N(C[C:35]2[C:44]([O:45][CH3:46])=[CH:43][CH:42]=[C:41]3[C:36]=2[CH:37]=[CH:38][C:39]([C:47](O)=[O:48])=[CH:40]3)C1=O)=O)=O)(C)(C)C.CCN=C=NCCCN(C)C>CN(C1C=CN=CC=1)C.C(Cl)Cl>[CH3:46][O:45][C:44]1[CH:35]=[C:36]2[C:41](=[CH:42][CH:43]=1)[CH:40]=[C:39]([C:47]([NH:5][S:2]([CH3:1])(=[O:4])=[O:3])=[O:48])[CH:38]=[CH:37]2. Reagents/catalysts: CN(C)C=1C=CN=CC1 (DMAP). Solvent: C(Cl)Cl (DCM), C(Cl)Cl (DCM). The reactants are CS(=O)(=O)N (Methanesulfonamide), C(C)(C)(C)OC(=O)N([C@H](C(=O)N[C@@H]1C(N(C2=C(OC13CCOCC3)C=CC=C2)CC2=C3C=CC(=CC3=CC=C2OC)C(=O)O)=O)C)C (5-(((S)-3-((S)-2-(tert-butoxycarbonyl(methyl)amino)propanamido)-4-oxo-2′,3′,5′,6′-tetrahydro-3H-spiro[benzo[b][1,4]oxazepine-2,4′-pyran]-5 (4H)-yl)methyl)-6-methoxy-2-nap hthoic acid), CCN=C=NCCCN(C)C (EDCI). Procedure details: A solution of 2.0 g of (RS)-2-(2-oxoethyl)-5-fluoro-1-indanone and 85 mg of p-toluenesulfonic acid in 70 ml of anhydrous toluene was heated on a water separator. A solution of 3.12 g of (RS)-1-amino-2-propanol in 20 ml of anhydrous toluene was added dropwise to the boiling solution over a period of 5 minutes. Subsequently, the mixture was boiled for an additional 45 minutes, during which the solvent was reduced to a volume of 20 ml. The cooled reaction mixture was purified by column chromatograp... Reaction conditions: time 45 minute. Isolated yield 69.0%. The reagents and catalysts are C1(=CC=C(C=C1)S(=O)(=O)O)C (p-toluenesulfonic acid). Run in C1(=CC=CC=C1)C (toluene), C1(=CC=CC=C1)C (toluene). RXN SMILES: O=[CH:2][CH2:3][CH:4]1[CH2:12][C:11]2[C:6](=[CH:7][CH:8]=[C:9]([F:13])[CH:10]=2)[C:5]1=O.O.[NH2:16][CH2:17][CH:18]([OH:20])[CH3:19]>C1(C)C=CC=CC=1.C1(C)C=CC(S(O)(=O)=O)=CC=1>[F:13][C:9]1[CH:10]=[C:11]2[C:6](=[CH:7][CH:8]=1)[C:5]1[N:16]([CH2:17][CH:18]([OH:20])[CH3:19])[CH:2]=[CH:3][C:4]=1[CH2:12]2. Product: FC=1C=C2CC3=C(N(C=C3)CC(C)O)C2=CC1 ((RS)-1-(6-fluoro-1,4-dihydro-indeno[1,2-b]pyrrol-1-yl)-propan-2-ol). Reactants: NCC(C)O ((RS)-1-amino-2-propanol), O=CCC1C(C2=CC=C(C=C2C1)F)=O ((RS)-2-(2-oxoethyl)-5-fluoro-1-indanone), O (water). Reactants: C1(=CC=CC=C1)C(OC1=CC=C(C(=O)OCC)C=C1)C1=CC=CC=C1 (ethyl 4-(1,1-diphenylmethoxy)benzoate), [H-].[H-].[H-].[H-].[Li+].[Al+3] (LAH), [O-]S(=O)(=O)[O-].[Na+].[Na+] (Na2SO4). Run in C1CCOC1 (THF), C1CCOC1 (THF). Conditions: time 8 hour. Yields the product C1(=CC=CC=C1)C(OC1=CC=C(CO)C=C1)C1=CC=CC=C1 (4-(1,1-diphenylmethoxy)benzyl alcohol). RXN SMILES: [H-].[H-].[H-].[H-].[Li+].[Al+3].[C:7]1([CH:13]([C:26]2[CH:31]=[CH:30][CH:29]=[CH:28][CH:27]=2)[O:14][C:15]2[CH:25]=[CH:24][C:18]([C:19](OCC)=[O:20])=[CH:17][CH:16]=2)[CH:12]=[CH:11][CH:10]=[CH:9][CH:8]=1.[O-]S([O-])(=O)=O.[Na+].[Na+]>C1COCC1>[C:7]1([CH:13]([C:26]2[CH:31]=[CH:30][CH:29]=[CH:28][CH:27]=2)[O:14][C:15]2[CH:16]=[CH:17][C:18]([CH2:19][OH:20])=[CH:24][CH:25]=2)[CH:8]=[CH:9][CH:10]=[CH:11][CH:12]=1 |f:0.1.2.3.4.5,7.8.9|. Reported procedure: To a suspension of LAH (3.2 g, 0.084 mmol) in THF (400 ml) under N2 was added dropwise a solution of 1-3 (21 g, 0.063 mol) in THF (100 ml). After stirring overnight at room temperature, saturated Na2SO4 was added to the reaction until a white suspension was observed. The mixture was filtered and the filtrate was combined with H2O and CHCl3, separated, and extracted further with CHCl3 (2×). The combined organic extracts were dried, filtered and concentrated to dryness. The residue was triturated ...